From a dataset of the Open Reaction Database (ORD), a public repository of structured organic reaction records. describe an organic reaction: reactants, conditions, products, and yield Starting materials: BrC1=C(C=CC(=C1)C(=O)C1=CC=C(C=C1)Cl)NC(OC(C)(C)C)=O (tert-butyl N-[2-bromo-4-[(4-chlorophenyl)carbonyl]phenyl]carbamate), FC(C(=O)O)(F)F (trifluoroacetic acid). Solvent: ClCCl (dichloromethane). Reaction conditions: time 8 hour. The product is BrC1=C(N)C=CC(=C1)C(=O)C1=CC=C(C=C1)Cl (2-bromo-4-[(4-chlorophenyl)carbonyl]aniline). As a reaction SMILES: [Br:1][C:2]1[CH:7]=[C:6]([C:8]([C:10]2[CH:15]=[CH:14][C:13]([Cl:16])=[CH:12][CH:11]=2)=[O:9])[CH:5]=[CH:4][C:3]=1[NH:17]C(=O)OC(C)(C)C.FC(F)(F)C(O)=O>ClCCl>[Br:1][C:2]1[CH:7]=[C:6]([C:8]([C:10]2[CH:15]=[CH:14][C:13]([Cl:16])=[CH:12][CH:11]=2)=[O:9])[CH:5]=[CH:4][C:3]=1[NH2:17]. Reported procedure: Into a 500-mL round-bottom flask, was placed a solution of tert-butyl N-[2-bromo-4-[(4-chlorophenyl)carbonyl]phenyl]carbamate (20 g, 48.70 mmol, 1.00 equip) in dichloromethane (300 mL). To the resulting mixture was then added trifluoroacetic acid (38 mL, 10.00 equip) dropwise with stirring. The resulting solution was stirred overnight at room temperature. The reaction was then quenched by the addition of saturated sodium bicarbonate (500 mL). The resulting solution was extracted with DCM (500 mL... Starting materials: CN, CCOCC, Nc1c(C(=O)NCC2(C(F)(F)F)CO2)cnn1-c1ccc(F)cc1, C1CCOC1. Yields the product CNCC(O)(CNC(=O)c1cnn(-c2ccc(F)cc2)c1N)C(F)(F)F. RXN SMILES: [CH3:25][NH2:26].[CH3:27][CH2:28][O:29][CH2:30][CH3:31].[NH2:1][c:2]1[c:3]([C:14](=[O:15])[NH:16][CH2:17][C:18]2([C:21]([F:22])([F:23])[F:24])[O:19][CH2:20]2)[cH:4][n:5][n:6]1-[c:7]1[cH:8][cH:9][c:10]([F:13])[cH:11][cH:12]1.[O:32]1[CH2:33][CH2:34][CH2:35][CH2:36]1>>[NH2:1][c:2]1[c:3]([C:14](=[O:15])[NH:16][CH2:17][C:18]([OH:19])([CH2:20][NH:26][CH3:25])[C:21]([F:22])([F:23])[F:24])[cH:4][n:5][n:6]1-[c:7]1[cH:8][cH:9][c:10]([F:13])[cH:11][cH:12]1. Reactants: [Si](C)(C)(C(C)(C)C)C1OC2=C(C1=CO[Si](C)(C)C(C)(C)C)C=CC(=C2)OC (2-t-butyldimethylsilyl-3-(t-butyldimethylsilyloxymethylene)-6-methoxy-benzofuran), Cl (hydrochloric acid). Solvent: CO (methanol). Reaction conditions: time 30 minute. Product: [Si](C)(C)(C(C)(C)C)C=1OC2=C(C1C=O)C=CC(=C2)OC (2-t-Butyldimethylsilyl-3-formyl-6-methoxybenzofuran). As a reaction SMILES: [Si:1]([CH:8]1[C:12](=[CH:13][O:14][Si](C(C)(C)C)(C)C)[C:11]2[CH:22]=[CH:23][C:24]([O:26][CH3:27])=[CH:25][C:10]=2[O:9]1)([C:4]([CH3:7])([CH3:6])[CH3:5])([CH3:3])[CH3:2].Cl>CO>[Si:1]([C:8]1[O:9][C:10]2[CH:25]=[C:24]([O:26][CH3:27])[CH:23]=[CH:22][C:11]=2[C:12]=1[CH:13]=[O:14])([C:4]([CH3:7])([CH3:6])[CH3:5])([CH3:2])[CH3:3]. Procedure details: To a solution of 2-t-butyldimethylsilyl-3-(t-butyldimethylsilyloxymethylene)-6-methoxy-benzofuran (1.09 g, 2.69 mmol) in methanol (100 mL) was added concentrated hydrochloric acid (200 μL) and the reaction was stirred for 30 minutes (monitored by tlc), quenched with triethylamine (2 mL) and the solvent removed by distillation under vacuum. The residue was dissolved in dichloromethane (20 mL), washed with water (10 mL), dried over magnesium sulfate, concentrated under vacuum and co-distilled with... Starting materials: NC1=NOC2=C1C=C(C(=C2F)N2C[C@H](O[C@H](C2)C)C)CO ({3-amino-6-[(2R,6S)-2,6-dimethylmorpholin-4-yl]-7-fluoro-1,2-benzisoxazol-5-yl}methanol), NC1=NOC2=C1C=C(C(=C2F)N2C[C@H](O[C@H](C2)C)C)CO ({3-amino-6-[(2R,6S)-2,6-dimethylmorpholin-4-yl]-7-fluoro-1,2-benzisoxazol-5-yl}methanol), ice, C(C1=CC=CC=C1)=O (benzaldehyde), C(C)[SiH](CC)CC (triethylsilane). The solvent is C(=O)(C(F)(F)F)O (TFA). Reaction conditions: time 12 hour. Yields the product C(C1=CC=CC=C1)NC1=NOC2=C1C=C(C(=C2F)N2C[C@H](O[C@H](C2)C)C)CO ({3-(benzylamino)-6-[(2R,6S)-2,6-dimethylmorpholin-4-yl]-7-fluoro-1,2-benzoxazol-5-yl}methanol). As a reaction SMILES: [CH:1](=O)[C:2]1[CH:7]=[CH:6][CH:5]=[CH:4][CH:3]=1.C([SiH](CC)CC)C.[NH2:16][C:17]1[C:21]2[CH:22]=[C:23]([CH2:35][OH:36])[C:24]([N:27]3[CH2:32][C@H:31]([CH3:33])[O:30][C@H:29]([CH3:34])[CH2:28]3)=[C:25]([F:26])[C:20]=2[O:19][N:18]=1>C(O)(C(F)(F)F)=O>[CH2:1]([NH:16][C:17]1[C:21]2[CH:22]=[C:23]([CH2:35][OH:36])[C:24]([N:27]3[CH2:32][C@H:31]([CH3:33])[O:30][C@H:29]([CH3:34])[CH2:28]3)=[C:25]([F:26])[C:20]=2[O:19][N:18]=1)[C:2]1[CH:7]=[CH:6][CH:5]=[CH:4][CH:3]=1. Procedure: To an ice cooled solution of benzaldehyde (0.08 mL, 2.54 mmol) in TFA (5 mL) was added triethylsilane (0.4 mL, 2.5 mmol) followed by {3-amino-6-[(2R,6S)-2,6-dimethylmorpholin-4-yl]-7-fluoro-1,2-benzisoxazol-5-yl}methanol (Intermediate 7, 250 mg, 0.84 mmol), and slowly allowed to reach room temperature and stirred for 12 hour. The reaction mixture was concentrated and the residue thus obtained was purified column chromatography using EtOAc in petether to give the title compound as solid. Yield: 7... Starting materials: C(C1=CC=CC=C1)OC(=O)NCC1CC2=CC=CC=C2C1 (2-(benzyloxycarbonylaminomethyl)indan), [H][H] (hydrogen). Reagents/catalysts: [Pd] (palladium on carbon). Solvent: CO (methanol). Yields the product NCC1CC2=CC=CC=C2C1 (2-(aminomethyl)indan). Yield: 90.8%. RXN SMILES: C(OC([NH:11][CH2:12][CH:13]1[CH2:21][C:20]2[C:15](=[CH:16][CH:17]=[CH:18][CH:19]=2)[CH2:14]1)=O)C1C=CC=CC=1.[H][H]>CO.[Pd]>[NH2:11][CH2:12][CH:13]1[CH2:21][C:20]2[C:15](=[CH:16][CH:17]=[CH:18][CH:19]=2)[CH2:14]1. Reported procedure: 10.6 g (37.7 mmol) of 2-(benzyloxycarbonylaminomethyl)indan was dissolved in 100 ml of methanol, to which 1.3 g of palladium on carbon was added and stirred for 4 hours in the stream of hydrogen. The catalyst was removed by filtration, the solvent was evaporated, and 5.04 g of 2-(aminomethyl)indan was obtained. The obtained compound was immediately dissolved in 150 ml of methylene chloride, to which 100 ml of water and 6.2 g of potassium carbonate were added, and the mixture was vigorously stirr... The reactants are Cl (hydrochloric acid), FC1=C(C=C2CCCOC2=C1F)OC(C#C)C1CCC(CC1)CCC (7,8-difluoro-6-[1-(4-propylcyclohexyl)prop-2-ynyloxy]-chroman), [F-].[K+] (potassium fluoride), O (water). The solvent is C(C)N(C1=CC=CC=C1)CC (N,N-diethylaniline). Product: FC1=C2C(=C3C=CC(OC3=C1F)C1CCC(CC1)CCC)CCCO2 (5,6-difluoro-8-(4-propylcyclohexyl)-1,2,3,8-tetrahydropyrano[3,2-f]chromene). RXN SMILES: [F:1][C:2]1[C:11]([F:12])=[C:10]2[C:5]([CH2:6][CH2:7][CH2:8][O:9]2)=[CH:4][C:3]=1[O:13][CH:14]([CH:17]1[CH2:22][CH2:21][CH:20]([CH2:23][CH2:24][CH3:25])[CH2:19][CH2:18]1)[C:15]#[CH:16].[F-].[K+].O.Cl>C(N(CC)C1C=CC=CC=1)C>[F:12][C:11]1[C:2]([F:1])=[C:3]2[C:4]([CH:16]=[CH:15][CH:14]([CH:17]3[CH2:18][CH2:19][CH:20]([CH2:23][CH2:24][CH3:25])[CH2:21][CH2:22]3)[O:13]2)=[C:5]2[CH2:6][CH2:7][CH2:8][O:9][C:10]=12 |f:1.2|. Procedure: 6.0 g (17.2 mmol) of 7,8-difluoro-6-[1-(4-propylcyclohexyl)prop-2-ynyloxy]-chroman are heated at 200° C. for 6 h together with 2.0 g (34.4 mmol) of potassium fluoride in 55 ml of N,N-diethylaniline. After cooling, water is added, and the mixture is acidified using 25% hydrochloric acid. The batch is extracted with MTBE, and the organic phase is washed with saturated sodium chloride solution. The solution is dried using sodium sulfate and evaporated to dryness. The crude product is purified by co... Reactants: C(C)(C)(C)OC(C(=O)OC)C=1C(=C2C(=NC1C)NC=C2)C=2C=C1CCCOC1=CC2 (methyl 2-(tert-butoxy)-2-(4-(chroman-6-yl)-6-methyl-1H-pyrrolo[2,3-b]pyridin-5-yl)acetate), C1(CCCCC1)CBr (cyclohexylmethyl bromide). Yields the product C(C)(C)(C)OC(C(=O)O)C=1C(=C2C(=NC1C)N(C=C2)CC2CCCCC2)C=2C=C1CCCOC1=CC2 (2-(tert-butoxy)-2-(4-(chroman-6-yl)-1-(cyclohexylmethyl)-6-methyl-1H-pyrrolo[2,3-b]pyridin-5-yl)acetic acid). RXN SMILES: [C:1]([O:5][CH:6]([C:11]1[C:12]([C:21]2[CH:22]=[C:23]3[C:28](=[CH:29][CH:30]=2)[O:27][CH2:26][CH2:25][CH2:24]3)=[C:13]2[CH:20]=[CH:19][NH:18][C:14]2=[N:15][C:16]=1[CH3:17])[C:7]([O:9]C)=[O:8])([CH3:4])([CH3:3])[CH3:2].[CH:31]1([CH2:37]Br)[CH2:36][CH2:35][CH2:34][CH2:33][CH2:32]1>>[C:1]([O:5][CH:6]([C:11]1[C:12]([C:21]2[CH:22]=[C:23]3[C:28](=[CH:29][CH:30]=2)[O:27][CH2:26][CH2:25][CH2:24]3)=[C:13]2[CH:20]=[CH:19][N:18]([CH2:37][CH:31]3[CH2:36][CH2:35][CH2:34][CH2:33][CH2:32]3)[C:14]2=[N:15][C:16]=1[CH3:17])[C:7]([OH:9])=[O:8])([CH3:4])([CH3:3])[CH3:2]. Procedure: The title compound was prepared in a manner similar to that described in Example 27, Step H from methyl 2-(tert-butoxy)-2-(4-(chroman-6-yl)-6-methyl-1H-pyrrolo[2,3-b]pyridin-5-yl)acetate and cyclohexylmethyl bromide. 1H NMR (400 MHz, CHLOROFORM-d) δ ppm 7.51-7.43 (m, 1 H), 7.21-7.12 (m, 2 H), 7.00-6.93 (m, 1 H), 6.37 (dd, J=3.4, 7.3 Hz, 1 H), 5.52 (br. s., 1 H), 4.39-4.27 (m, 3 H), 4.25-4.14 (m, 1 H), 2.98-2.77 (m, 5 H), 2.17-2.04 (m, 2 H), 1.96 (td, J=3.7, 7.2 Hz, 1 H), 1.78-1.56 (m, 5 H), 1.31...